This data is from the Open Reaction Database (ORD), a public repository of structured organic reaction records. The task is: describe an organic reaction: reactants, conditions, products, and yield Reactants: ClCCCCN1N=NC2=C1C=CC=C2 (1-(4-chlorobutyl)-1H-benzotriazole), N1=C(C=NC2=CC=CC=C12)N1CCNCC1 (4-(2-quinoxalinyl)piperazine), C(C)(C)N(CC)C(C)C (diisopropylethylamine), [I-].[K+] (potassium iodide). Solvent: C(C)#N (acetonitrile). Product: N1=C(C=NC2=CC=CC=C12)N1CCN(CC1)CCCCN1N=NC2=C1C=CC=C2 (1-(4-(4-(2-quinoxalinyl)piperazine-1-yl)butyl)-1H-benzotriazole). The yield is 62.8%. As a reaction SMILES: Cl[CH2:2][CH2:3][CH2:4][CH2:5][N:6]1[C:10]2[CH:11]=[CH:12][CH:13]=[CH:14][C:9]=2[N:8]=[N:7]1.[N:15]1[C:24]2[C:19](=[CH:20][CH:21]=[CH:22][CH:23]=2)[N:18]=[CH:17][C:16]=1[N:25]1[CH2:30][CH2:29][NH:28][CH2:27][CH2:26]1.C(N(C(C)C)CC)(C)C.[I-].[K+]>C(#N)C>[N:15]1[C:24]2[C:19](=[CH:20][CH:21]=[CH:22][CH:23]=2)[N:18]=[CH:17][C:16]=1[N:25]1[CH2:26][CH2:27][N:28]([CH2:2][CH2:3][CH2:4][CH2:5][N:6]2[C:10]3[CH:11]=[CH:12][CH:13]=[CH:14][C:9]=3[N:8]=[N:7]2)[CH2:29][CH2:30]1 |f:3.4|. Reported procedure: 1-(4-chlorobutyl)-1H-benzotriazole (7.55 g, 0.036 mol) was dissolved into 100 ml of acetonitrile, 4-(2-quinoxalinyl)piperazine (6.4 g, 0.03 mol), diisopropylethylamine (15.5 g, 0.12 mol) and potassium iodide (5.0 g, 0.03 mol) were respectively added. The mixture was stirred and mixed, then heated and refluxed to react for 20 hours. The mixture was cooled down to ambient temperature and filtered. The filtrate was concentrated to produce oily products, and treated by chromatography with neutral Al... Starting materials: C(Cl)(Cl)Cl (chloroform), C(C)OC(=O)C1CSC23C(=NCCC21)C=CC=C3 (1,2,3,4-tetrahydro-benzo[b]thieno[2,3,c]pyridine-3-carboxylic acid ethyl ester), ClC1=C(C(=O)Cl)C=CC=C1 (2-chlorobenzoyl chloride). Solvent: C(C)N(CC)CC (triethylamine). Run at time 1 hour. Yields the product C(C)OC(=O)C1C(SC23C(=NCCC21)C=CC=C3)C(C3=C(C=CC=C3)Cl)=O (2 -(2-chlorobenzoyl)-1,2,3,4-tetrahydro-benzo[b]thieno[2,3-c]pyridine-3-carboxylic acid ethyl ester). The yield is 67.1%. RXN SMILES: C(Cl)(Cl)Cl.[CH2:5]([O:7][C:8]([CH:10]1[CH:18]2[C:13]3([CH:22]=[CH:21][CH:20]=[CH:19][C:14]3=[N:15][CH2:16][CH2:17]2)[S:12][CH2:11]1)=[O:9])[CH3:6].[Cl:23][C:24]1[CH:32]=[CH:31][CH:30]=[CH:29][C:25]=1[C:26](Cl)=[O:27]>C(N(CC)CC)C>[CH2:5]([O:7][C:8]([CH:10]1[CH:18]2[C:13]3([CH:22]=[CH:21][CH:20]=[CH:19][C:14]3=[N:15][CH2:16][CH2:17]2)[S:12][CH:11]1[C:26](=[O:27])[C:25]1[CH:29]=[CH:30][CH:31]=[CH:32][C:24]=1[Cl:23])=[O:9])[CH3:6]. Procedure: To 30 ml of chloroform were added 0.60 g of 1,2,3,4-tetrahydro-benzo[b]thieno[2,3-c]pyridine-3-carboxylic acid ethyl ester synthesized in Example 1, 0.64 ml of triethylamine, and 523 mg of 2-chlorobenzoyl chloride, and the mixture was stirred for one hour at room temperature. The reaction mixture was washed with ml of water and then with 30 ml of an aqueous sodium hydrogencarbonate solution having a pH of 9.0, and also with 30 ml of water. The chloroform layer was dried by sodium sulfate and the... Starting materials: C(C)(C)(C)OC(NC1=C(C=C(C(=C1)Cl)C)N)=O ((2-amino-5-chloro-4-methyl-phenyl)-carbamic acid tert-butyl ester), C(C)(C)(C)OC(CC(=O)C1=CC(=CC=C1)C1=NC(=CN=C1)C)=O (3-[3-(6-methyl-pyrazin-2-yl)-phenyl]-3-oxo-propionic acid tert-butyl ester). Yields the product C(C)(C)(C)OC(NC1=C(C=C(C(=C1)Cl)C)NC(CC(=O)C1=CC(=CC=C1)C1=NC(=CN=C1)C)=O)=O ((5-Chloro-4-methyl-2-{3-[3-(6-methyl-pyrazin-2-yl)-phenyl]-3-oxo-propionylamino}-phenyl)-carbamic acid tert-butyl ester), foam. The yield is 81.0%. RXN SMILES: [C:1]([O:5][C:6](=[O:17])[NH:7][C:8]1[CH:13]=[C:12]([Cl:14])[C:11]([CH3:15])=[CH:10][C:9]=1[NH2:16])([CH3:4])([CH3:3])[CH3:2].C([O:22][C:23](=O)[CH2:24][C:25]([C:27]1[CH:32]=[CH:31][CH:30]=[C:29]([C:33]2[CH:38]=[N:37][CH:36]=[C:35]([CH3:39])[N:34]=2)[CH:28]=1)=[O:26])(C)(C)C>>[C:1]([O:5][C:6](=[O:17])[NH:7][C:8]1[CH:13]=[C:12]([Cl:14])[C:11]([CH3:15])=[CH:10][C:9]=1[NH:16][C:23](=[O:22])[CH2:24][C:25]([C:27]1[CH:32]=[CH:31][CH:30]=[C:29]([C:33]2[CH:38]=[N:37][CH:36]=[C:35]([CH3:39])[N:34]=2)[CH:28]=1)=[O:26])([CH3:4])([CH3:2])[CH3:3]. Procedure details: The title compound was prepared from (2-amino-5-chloro-4-methyl-phenyl)-carbamic acid tert-butyl ester (Example J21) (257 mg, 1.0 mmol) and 3-[3-(6-methyl-pyrazin-2-yl)-phenyl]-3-oxo-propionic acid tert-butyl ester (Example K16) (312 mg, 1.0 mmol) according to the general procedure M. Obtained as a light brown foam (400 mg, 81%). Reactants: C12(CC3CC(CC(C1)C3)C2)NC2=NC(=NC(=C2)NC23CC1CC(CC(C2)C1)C3)Cl (4,6-bis(1-adamantylamino)-2-chloropyrimidine), N1CCNCC1 (piperazine). The product is C12(CC3CC(CC(C1)C3)C2)NC2=NC(=NC(=C2)NC23CC1CC(CC(C2)C1)C3)N3CCNCC3 (4,6-bis(1-adamantylamino)-2-(1-piperazinyl)pyrimidine). The yield is 94.4%. RXN SMILES: [C:1]12([NH:11][C:12]3[CH:17]=[C:16]([NH:18][C:19]45[CH2:28][CH:23]6[CH2:24][CH:25]([CH2:27][CH:21]([CH2:22]6)[CH2:20]4)[CH2:26]5)[N:15]=[C:14](Cl)[N:13]=3)[CH2:10][CH:5]3[CH2:6][CH:7]([CH2:9][CH:3]([CH2:4]3)[CH2:2]1)[CH2:8]2.[NH:30]1[CH2:35][CH2:34][NH:33][CH2:32][CH2:31]1>>[C:1]12([NH:11][C:12]3[CH:17]=[C:16]([NH:18][C:19]45[CH2:28][CH:23]6[CH2:24][CH:25]([CH2:27][CH:21]([CH2:22]6)[CH2:20]4)[CH2:26]5)[N:15]=[C:14]([N:30]4[CH2:35][CH2:34][NH:33][CH2:32][CH2:31]4)[N:13]=3)[CH2:10][CH:5]3[CH2:6][CH:7]([CH2:9][CH:3]([CH2:4]3)[CH2:2]1)[CH2:8]2. Reported procedure: 4,6-bis(1-adamantylamino)-2-chloropyrimidine is reacted with piperazine according to the method of Example 4 to obtain the title compound in a yield of 94.4%, m.p.:210°-220° C. The reactants are N([C@@H](CC1=CC=CC=C1)C(=O)O)C(=O)OCC1C2=CC=CC=C2C2=CC=CC=C12 (Fmoc-Phe-OH), ON1C(CCC1=O)=O (N-hydroxysuccinimide), Cl (hydrochloric acid), C(C)(C)N(C(C)C)CC (N,N-diisopropylethylamine), C(C)(C)(C)SSC[C@H](N)C(=O)O (S-(t-butylthio)-L-cysteine), Cl.CN(CCCN=C=NCC)C (1-(3-dimethylaminopropyl)-3-ethylcarbodiimide hydrochloride). Solvent: ClCCl (dichloromethane), C(C)(=O)OCC (Ethyl acetate). Run at time 6 hour. Product: C(C1=CC=CC=C1)[C@H](NC(OCC1C2=CC=CC=C2C=2C=CC=CC12)=O)C(N[C@@H](CSSC(C)(C)C)C(=O)O)=O ((5S,8R)-5-benzyl-1-(9H-fluoren-9-yl)-12,12-dimethyl-3,6-dioxo-2-oxa-10,11-dithia-4,7-diazatridecane-8-carboxylic acid). The yield is 70.7%. RXN SMILES: [NH:1]([C:13]([O:15][CH2:16][CH:17]1[C:29]2[C:24](=[CH:25][CH:26]=[CH:27][CH:28]=2)[C:23]2[C:18]1=[CH:19][CH:20]=[CH:21][CH:22]=2)=[O:14])[C@H:2]([C:10](O)=[O:11])[CH2:3][C:4]1[CH:9]=[CH:8][CH:7]=[CH:6][CH:5]=1.ON1C(=O)CCC1=O.Cl.CN(C)CCCN=C=NCC.C(N(CC)C(C)C)(C)C.[C:59]([S:63][S:64][CH2:65][C@@H:66]([C:68]([OH:70])=[O:69])[NH2:67])([CH3:62])([CH3:61])[CH3:60].Cl>ClCCl.C(OCC)(=O)C>[CH2:3]([C@@H:2]([C:10](=[O:11])[NH:67][C@H:66]([C:68]([OH:70])=[O:69])[CH2:65][S:64][S:63][C:59]([CH3:62])([CH3:60])[CH3:61])[NH:1][C:13](=[O:14])[O:15][CH2:16][CH:17]1[C:29]2[CH:28]=[CH:27][CH:26]=[CH:25][C:24]=2[C:23]2[C:18]1=[CH:19][CH:20]=[CH:21][CH:22]=2)[C:4]1[CH:9]=[CH:8][CH:7]=[CH:6][CH:5]=1 |f:2.3|. Reported procedure: A solution of Fmoc-Phe-OH (4 g, 10.32 mmol) and N-hydroxysuccinimide (1.19 g, 10.32 mmol) in dichloromethane (20 ml) was cooled to 0° C., after which 1-(3-dimethylaminopropyl)-3-ethylcarbodiimide hydrochloride (EDC.HCl, 1.98 g, 10.32 mmol) was added and the reaction solution was stirred at room temperature for 6 hours. The reaction solution was cooled to 0° C., after which N,N-diisopropylethylamine (1.80 ml, 10.23 mmol) and S-(t-butylthio)-L-cysteine (H-Cys(StBu)-OH) (2.16 g, 10.32 mmol) were ad... The reactants are C(C1=CC=CC=C1)C1CCN(CC1)CCC#CC=1C=C(C(=CC1)N)N (4-[4-(4-benzyl-piperidin-1-yl)-but-1-ynyl]-benzene-1,2-diamine), C(=O)(C=1NC=CN1)C=1NC=CN1 (carbonyl diimidazole). The solvent is C1CCOC1 (THF), CCOCC (ether). Reaction conditions: time 1 hour. The product is C(C1=CC=CC=C1)C1CCN(CC1)CCC#CC1=CC2=C(NC(N2)=O)C=C1 (5-[4-(4-Benzyl-piperidin-1-yl)-but-1-ynyl]-1,3-dihydro-benzoimidazol-2-one). Yield: 64.8%. RXN SMILES: [CH2:1]([CH:8]1[CH2:13][CH2:12][N:11]([CH2:14][CH2:15][C:16]#[C:17][C:18]2[CH:19]=[C:20]([NH2:25])[C:21]([NH2:24])=[CH:22][CH:23]=2)[CH2:10][CH2:9]1)[C:2]1[CH:7]=[CH:6][CH:5]=[CH:4][CH:3]=1.[C:26](C1NC=CN=1)(C1NC=CN=1)=[O:27]>C1COCC1.CCOCC>[CH2:1]([CH:8]1[CH2:9][CH2:10][N:11]([CH2:14][CH2:15][C:16]#[C:17][C:18]2[CH:23]=[CH:22][C:21]3[NH:24][C:26](=[O:27])[NH:25][C:20]=3[CH:19]=2)[CH2:12][CH2:13]1)[C:2]1[CH:3]=[CH:4][CH:5]=[CH:6][CH:7]=1. Reported procedure: A mixture of 4-[4-(4-benzyl-piperidin-1-yl)-but-1-ynyl]-benzene-1,2-diamine (Example 70) (333 mg, 1 mmol) and carbonyl diimidazole (243 mg, 1.5 mmol) in THF (5 mL) is stirred at room temperature for 1 hr. A precipitate forms; the mixture is diluted with ether (10 mL), filtered and the solid washed with ether to give the title compound as a white powder (233 mg): mp 221-223° C. Reaction SMILES: [CH3:1][O:2][C:3](=[O:4])[c:5]1[cH:6][c:7]2[c:8]([C:14](=[O:15])[OH:16])[n:9][nH:10][c:11]2[cH:12][cH:13]1.[CH:18]([CH3:19])([CH3:20])[N:21]1[CH2:22][CH2:23][CH:24]([NH2:27])[CH2:25][CH2:26]1.[Cl:29][CH2:30][Cl:31].[ClH:17].[OH2:28]>>[CH3:1][O:2][C:3](=[O:4])[c:5]1[cH:6][c:7]2[c:8]([C:14](=[O:16])[NH:27][CH:24]3[CH2:23][CH2:22][N:21]([CH:18]([CH3:19])[CH3:20])[CH2:26][CH2:25]3)[n:9][nH:10][c:11]2[cH:12][cH:13]1. Product: COC(=O)c1ccc2[nH]nc(C(=O)NC3CCN(C(C)C)CC3)c2c1. The reactants are COC(=O)c1ccc2[nH]nc(C(=O)O)c2c1, CC(C)N1CCC(N)CC1, ClCCl, Cl, O. Starting materials: CSc1cc(C(F)(F)F)ccc1C(=O)O, NC1CCCC1N1CCCC1. Product: CSc1cc(C(F)(F)F)ccc1C(=O)NC1CCCC1N1CCCC1. RXN SMILES: [CH3:12][S:13][c:14]1[c:15]([C:16](=[O:17])[OH:18])[cH:19][cH:20][c:21]([C:23]([F:24])([F:25])[F:26])[cH:22]1.[N:1]1([CH:6]2[CH:7]([NH2:11])[CH2:8][CH2:9][CH2:10]2)[CH2:2][CH2:3][CH2:4][CH2:5]1>>[N:1]1([CH:6]2[CH:7]([NH:11][C:16]([c:15]3[c:14]([S:13][CH3:12])[cH:22][c:21]([C:23]([F:24])([F:25])[F:26])[cH:20][cH:19]3)=[O:17])[CH2:8][CH2:9][CH2:10]2)[CH2:2][CH2:3][CH2:4][CH2:5]1.